Dataset: the Open Reaction Database (ORD), a public repository of structured organic reaction records. Task: describe an organic reaction: reactants, conditions, products, and yield Starting materials: B, C1CCOC1, Cc1ccc([N+](=O)[O-])cc1C(=O)O, CO, C1CCOC1. Yields the product Cc1ccc([N+](=O)[O-])cc1CO. As a reaction SMILES: [BH3:19].[CH2:20]1[O:21][CH2:22][CH2:23][CH2:24]1.[CH3:1][c:2]1[c:3]([C:4](=[O:5])[OH:6])[cH:7][c:8]([N+:11](=[O:12])[O-:13])[cH:9][cH:10]1.[CH3:25][OH:26].[O:14]1[CH2:15][CH2:16][CH2:17][CH2:18]1>>[CH3:1][c:2]1[c:3]([CH2:4][OH:5])[cH:7][c:8]([N+:11](=[O:12])[O-:13])[cH:9][cH:10]1. Starting materials: ( 2 ), FC(C(=O)O)(F)F.C(C=C)OC[C@@H](CC(C)C)NC[C@H]([C@H](CC1=CC(=CC(=C1)F)F)NC(OCC1=CC=CC=C1)=O)O (benzyl (2S,3R)-4-((R)-1-(allyloxy)-4-methylpentan-2-ylamino)-1-(3,5-difluorophenyl)-3-hydroxybutan-2-ylcarbamate trifluoroacetate salt), O.[OH-].[Ba+2].[OH-] (barium hydroxide monohydrate). Solvent: COCCOC (DME), O (water). Run at temperature 110 celsius, time 18 hour. Product: C(C=C)OC[C@@H](CC(C)C)NC[C@H]([C@H](CC1=CC(=CC(=C1)F)F)N)O ((2R,3S)-1-((R)-1-(allyloxy)-4-methylpentan-2-ylamino)-3-amino-4-(3,5-difluorophenyl)butan-2-ol). Yield: 57.3%. RXN SMILES: FC(F)(F)C(O)=O.[CH2:8]([O:11][CH2:12][C@H:13]([NH:18][CH2:19][C@@H:20]([OH:42])[C@@H:21]([NH:31]C(=O)OCC1C=CC=CC=1)[CH2:22][C:23]1[CH:28]=[C:27]([F:29])[CH:26]=[C:25]([F:30])[CH:24]=1)[CH2:14][CH:15]([CH3:17])[CH3:16])[CH:9]=[CH2:10].O.[OH-].[Ba+2].[OH-]>COCCOC.O>[CH2:8]([O:11][CH2:12][C@H:13]([NH:18][CH2:19][C@@H:20]([OH:42])[C@@H:21]([NH2:31])[CH2:22][C:23]1[CH:24]=[C:25]([F:30])[CH:26]=[C:27]([F:29])[CH:28]=1)[CH2:14][CH:15]([CH3:16])[CH3:17])[CH:9]=[CH2:10] |f:0.1,2.3.4.5|. Reported procedure: Step AO (2): To a solution of benzyl (2S,3R)-4-((R)-1-(allyloxy)-4-methylpentan-2-ylamino)-1-(3,5-difluorophenyl)-3-hydroxybutan-2-ylcarbamate trifluoroacetate salt (560 mg, 1.19 mmol) in DME (9.0 mL) and water (6.0 mL) was added barium hydroxide monohydrate (1.35 g, 7.11 mmol). The reaction mixture was stirred at 110° C. in a high pressure vial for 18 h. The reaction mixture was filtered through a pad of celite and the filtrate was concentrated in vacuum. The residue was purified by reverse pha... Reagents/catalysts: [N-]=[N+]=[N-].[Na+] (sodium azide). Starting materials: ClC[C@@H](O)C1=CC=CC=C1 ((S)-α-(Chloromethyl)benzenemethanol), [N-]=[N+]=[N-].[Na+] (sodium azide), O (water). Yield: 96.8%. Reported procedure: (S)-α-(Chloromethyl)benzenemethanol (2.38 g) in dry DMSO (50 ml) was treated with sodium azide (1.48 g) with stirring then heated at 60° C. for 24 h. More sodium azide (74 mg) was added and heating continued at 80° C. for a further 24 h. The reaction mixture was cooled, poured into water and extracted into ethyl acetate, which was washed with water (3×) then brine and dried (MgSO4). The solvent was evaporated to give the sub-title compound (2.40 g) as a yellow oil. Yields the product N(=[N+]=[N-])C[C@@H](O)C1=CC=CC=C1 ((S)-α-(Azidomethyl)benzenemethanol). As a reaction SMILES: Cl[CH2:2][C@H:3]([C:5]1[CH:10]=[CH:9][CH:8]=[CH:7][CH:6]=1)[OH:4].[N-:11]=[N+:12]=[N-:13].[Na+].O>CS(C)=O.[N-]=[N+]=[N-].[Na+]>[N:11]([CH2:2][C@H:3]([C:5]1[CH:10]=[CH:9][CH:8]=[CH:7][CH:6]=1)[OH:4])=[N+:12]=[N-:13] |f:1.2,5.6|. Reaction conditions: temperature 60 celsius, time 24 hour. Run in CS(=O)C (DMSO). Solvent: C1=CC=CC=C1 (benzene). The reactants are COC=1C(=CC2=CC=CC=C2C1)C(=O)O (3-methoxy-2-naphthoic acid), S(=O)(Cl)Cl (thionyl chloride). RXN SMILES: [CH3:1][O:2][C:3]1[C:4]([C:13]([OH:15])=O)=[CH:5][C:6]2[C:11]([CH:12]=1)=[CH:10][CH:9]=[CH:8][CH:7]=2.S(Cl)([Cl:18])=O>C1C=CC=CC=1>[CH3:1][O:2][C:3]1[C:4]([C:13]([Cl:18])=[O:15])=[CH:5][C:6]2[C:11]([CH:12]=1)=[CH:10][CH:9]=[CH:8][CH:7]=2. Reported procedure: To 4.55 grams of (VII) slurried in 25 milliliters of benzene, 3.57 grams of thionyl chloride was added. The mixture was refluxed for several hours and the solvent was removed to yield a thick yellow resinous product, 3-methoxy-2-naphthoyl chloride (VIII). The product is COC=1C(=CC2=CC=CC=C2C1)C(=O)Cl (3-methoxy-2-naphthoyl chloride). Starting materials: NC1=C(C=C(C=C1)C=1N(C2=CC(=CC=C2C1C#N)OC1=NC=CC=N1)C1CCC1)Cl (2-(4-amino-3-chloro-phenyl)-1-cyclobutyl-6-(pyrimidin-2-yloxy)-1H-indole-3-carbonitrile), ClC(=O)OC(C)C (isopropyl chloroformate). Run in C(Cl)Cl (CH2Cl2), N1=CC=CC=C1 (pyridine), C1(=CC=CC=C1)C (toluene), Cl (HCl). Reaction conditions: time 8 hour. The product is C(C)(C)OC(NC1=C(C=C(C=C1)C=1N(C2=CC(=CC=C2C1C#N)OC1=NC=CC=N1)C1CCC1)Cl)=O ({2-chloro-4-[3-cyano-1-cyclobutyl-6-(pyrimidin-2-yloxy)-1H-indol-2-yl]-phenyl}-carbamic acid isopropyl ester). Yield: 93.0%. RXN SMILES: [NH2:1][C:2]1[CH:7]=[CH:6][C:5]([C:8]2[N:9]([CH:26]3[CH2:29][CH2:28][CH2:27]3)[C:10]3[C:15]([C:16]=2[C:17]#[N:18])=[CH:14][CH:13]=[C:12]([O:19][C:20]2[N:25]=[CH:24][CH:23]=[CH:22][N:21]=2)[CH:11]=3)=[CH:4][C:3]=1[Cl:30].Cl[C:32]([O:34][CH:35]([CH3:37])[CH3:36])=[O:33]>C(Cl)Cl.N1C=CC=CC=1.C1(C)C=CC=CC=1.Cl>[CH:35]([O:34][C:32](=[O:33])[NH:1][C:2]1[CH:7]=[CH:6][C:5]([C:8]2[N:9]([CH:26]3[CH2:29][CH2:28][CH2:27]3)[C:10]3[C:15]([C:16]=2[C:17]#[N:18])=[CH:14][CH:13]=[C:12]([O:19][C:20]2[N:21]=[CH:22][CH:23]=[CH:24][N:25]=2)[CH:11]=3)=[CH:4][C:3]=1[Cl:30])([CH3:37])[CH3:36]. Reported procedure: To 2-(4-amino-3-chloro-phenyl)-1-cyclobutyl-6-(pyrimidin-2-yloxy)-1H-indole-3-carbonitrile (0.26 g, 0.6 mmol) in CH2Cl2 (0.5 mL) and pyridine (0.5 mL) was added a solution of isopropyl chloroformate in toluene (1.0M, 0.8 mL) and the mixture was stirred at room temperature overnight. The mixture was diluted with aq. HCl (1N) and extracted with CH2Cl2. The organic layer was washed with water and brine, dried, concentrated and purified on silica gel (40% EtOAc/hexane) to provide {2-chloro-4-[3-cyan...